This data is from the Open Reaction Database (ORD), a public repository of structured organic reaction records. The task is: describe an organic reaction: reactants, conditions, products, and yield Reactants: Cl (hydrogen chloride), FC1=CC=C(C=C1)C(CC1=CC=NC=C1)(O)C1=CC=C(C=C1)F (α,α-bis(4-fluorophenyl)-4-pyridineethanol), [P] (phosphorus), I (hydrogen iodide). Solvent: C(C)(=O)O (acetic acid), CO (methanol), CCOCC (ether). The product is Cl.FC1=CC=C(C=C1)C(CC1=CC=NC=C1)C1=CC=C(C=C1)F (4-[2,2-Bis(4-fluorophenyl)ethyl]pyridine hydrochloride). Isolated yield 87.0%. RXN SMILES: [F:1][C:2]1[CH:7]=[CH:6][C:5]([C:8]([C:17]2[CH:22]=[CH:21][C:20]([F:23])=[CH:19][CH:18]=2)(O)[CH2:9][C:10]2[CH:15]=[CH:14][N:13]=[CH:12][CH:11]=2)=[CH:4][CH:3]=1.[P].I.[ClH:26]>C(O)(=O)C.CO.CCOCC>[ClH:26].[F:23][C:20]1[CH:21]=[CH:22][C:17]([CH:8]([C:5]2[CH:4]=[CH:3][C:2]([F:1])=[CH:7][CH:6]=2)[CH2:9][C:10]2[CH:15]=[CH:14][N:13]=[CH:12][CH:11]=2)=[CH:18][CH:19]=1 |f:7.8|. Procedure details: A mixture of 15.05 g (0.048 mole) of α,α-bis(4-fluorophenyl)-4-pyridineethanol, 3.2 g (0.1 mole) of phosphorus and 50 ml of 56.9% hydrogen iodide in 150 ml of glacial acetic acid was heated at reflux for 11 hr. The solvent was removed in vacuo, and the residue was partitioned between methylene chloride and dilute sodium hydroxide. The methylene chloride solution was dried over magnesium sulfate, and the solvent was removed in vacuo to give an oil. This was dissolved in a mixture of methanol and ... The yield is 79.0%. The reactants are C(C)(C)(C)OC(NC1=C(C=C(C(=C1)N1CCCC1)C#N)N)=O ((2-amino-4-cyano-5-pyrrolidin-1-yl-phenyl)-carbamic acid tert-butyl ester), C(C)(C)(C)OC(CC(=O)C1=CC(=CC=C1)C1=CC(=NO1)C)=O (3-[3-(3-methyl-isoxazol-5-yl)-phenyl]-3-oxo-propionic acid tert-butyl ester). Reaction SMILES: [C:1]([O:5][C:6](=[O:22])[NH:7][C:8]1[CH:13]=[C:12]([N:14]2[CH2:18][CH2:17][CH2:16][CH2:15]2)[C:11]([C:19]#[N:20])=[CH:10][C:9]=1[NH2:21])([CH3:4])([CH3:3])[CH3:2].C([O:27][C:28](=O)[CH2:29][C:30]([C:32]1[CH:37]=[CH:36][CH:35]=[C:34]([C:38]2[O:42][N:41]=[C:40]([CH3:43])[CH:39]=2)[CH:33]=1)=[O:31])(C)(C)C>>[C:1]([O:5][C:6](=[O:22])[NH:7][C:8]1[CH:13]=[C:12]([N:14]2[CH2:18][CH2:17][CH2:16][CH2:15]2)[C:11]([C:19]#[N:20])=[CH:10][C:9]=1[NH:21][C:28](=[O:27])[CH2:29][C:30]([C:32]1[CH:37]=[CH:36][CH:35]=[C:34]([C:38]2[O:42][N:41]=[C:40]([CH3:43])[CH:39]=2)[CH:33]=1)=[O:31])([CH3:4])([CH3:2])[CH3:3]. The product is C(C)(C)(C)OC(NC1=C(C=C(C(=C1)N1CCCC1)C#N)NC(CC(=O)C1=CC(=CC=C1)C1=CC(=NO1)C)=O)=O ((4-Cyano-2-{3-[3-(3-methyl-isoxazol-5-yl)-phenyl]-3-oxo-propionylamino}-5-pyrrolidin-1-yl-phenyl)-carbamic acid tert-butyl ester), foam. Procedure: The title compound was prepared from (2-amino-4-cyano-5-pyrrolidin-1-yl-phenyl)-carbamic acid tert-butyl ester (Example J28) (302 mg, 1.0 mmol) and 3-[3-(3-methyl-isoxazol-5-yl)-phenyl]-3-oxo-propionic acid tert-butyl ester (Example K4) (301 mg, 1.0 mmol) according to the general procedure M. Obtained as a light brown foam (420 mg, 79%). The reactants are CC(=O)OI1(C=2C=CC=CC2C(=O)O1)(OC(=O)C)OC(=O)C (Dess-Martin periodinane), COC([C@@H](NC(=O)OC(C)(C)C)[C@H](O)C)=O (Boc-L-threonine methyl ester). Run in C(Cl)Cl (DCM), C(Cl)Cl (DCM), C(Cl)Cl (DCM). Reaction conditions: time 3 hour. Yields the product C(C)(C)(C)OC(=O)N[C@H](C(=O)OC)C(C)=O ((S)-Methyl 2-((tert-butoxycarbonyl)amino)-3-oxobutanoate). Reaction SMILES: CC(OI1(OC(C)=O)(OC(C)=O)OC(=O)C2C=CC=CC1=2)=O.[CH3:23][O:24][C:25](=[O:38])[C@H:26]([C@@H:35]([CH3:37])[OH:36])[NH:27][C:28]([O:30][C:31]([CH3:34])([CH3:33])[CH3:32])=[O:29]>C(Cl)Cl>[C:31]([O:30][C:28]([NH:27][C@@H:26]([C:35](=[O:36])[CH3:37])[C:25]([O:24][CH3:23])=[O:38])=[O:29])([CH3:34])([CH3:32])[CH3:33]. Procedure: A solution of Dess-Martin periodinane (2.84 g, 6.69 mmol) in DCM (50 mL) was added to a solution of Boc-L-threonine methyl ester (1.3 g, 5.57 mmol) in DCM (20 mL) at room temperature and under a nitrogen atmosphere. The white suspension was stirred at room temperature for 3 hours. The resulting mixture was diluted with DCM (50 mL) and quenched by the addition of saturated NaHCO3 (aq) (50 mL) containing 0.5 M of sodium sulfite (6.2 g). The phases were separated and the organic layer was washed wi... Reactants: ClC=1C=C(C=CC1)N=C=O (3-chloro-phenyl isocyanate), ClC=1C=C(C=CC1)N=C=O (3chloro-phenyl isocyanate), NC1=NNC2=NC=NC(=C21)NC2=CC(=CC=C2)Cl (3-amino-4-(3-chlorophenylamino)-1H-pyrazolo[3,4-d]pyrimidine), N1N=CC2=C1C=NC=N2 (pyrazolo-pyrimidine). Solvent: C(C)O (ethanol), O1CCOCC1 (dioxane), CN1CCN(C1=O)C (DMEU). Conditions: temperature 60 celsius, time 16 hour. Yields the product ClC=1C=C(C=CC1)NC1=C2C(=NC=N1)NN=C2NC(=O)NC2=CC(=CC=C2)Cl (4-(3-chloro-phenylamino)-3-[(3-chloro-phenyl-amino)-carbonylamino]-1H-pyrazolo[3,4-d]pyrimidine). As a reaction SMILES: [NH2:1][C:2]1[C:10]2[C:5](=[N:6][CH:7]=[N:8][C:9]=2[NH:11][C:12]2[CH:17]=[CH:16][CH:15]=[C:14]([Cl:18])[CH:13]=2)[NH:4][N:3]=1.[Cl:19][C:20]1[CH:21]=[C:22]([N:26]=[C:27]=[O:28])[CH:23]=[CH:24][CH:25]=1.N1C2C=NC=NC=2C=N1>O1CCOCC1.CN1C(=O)N(C)CC1.C(O)C>[Cl:18][C:14]1[CH:13]=[C:12]([NH:11][C:9]2[N:8]=[CH:7][N:6]=[C:5]3[NH:4][N:3]=[C:2]([NH:1][C:27]([NH:26][C:22]4[CH:23]=[CH:24][CH:25]=[C:20]([Cl:19])[CH:21]=4)=[O:28])[C:10]=23)[CH:17]=[CH:16][CH:15]=1. Procedure: With the exclusion of moisture, 261 mg (1.00 mmol) of 3-amino-4-(3-chlorophenylamino)-1H-pyrazolo[3,4-d]pyrimidine (see Step 1.6) are dissolved in 2.5 ml of dioxane and 1 ml of DMEU; 137 I (1.1 mmol) of 3-chloro-phenyl isocyanate are added and the reaction mixture is stirred overnight at RT and finally for 16 hours at 60° C. Since, according to HPLC, not all of the pyrazolo-pyrimidine has reacted, a further 40 all of 3chloro-phenyl isocyanate are added and the mixture is stirred for a further 20... Starting materials: C(CCC)C1C(CCC1=O)=O (n-butylcyclopentane-1,3-dione), COC=1C=C(C=CC1)CCCC(C=C)=O (6-m-methoxyphenylhex-1-en-3-one). Solvent: [OH-].[K+] (potassium hydroxide). Yields the product C(CCC)[C@]12C(CC=C2C2=C(CC1)C=1C=CC(=CC1CC2)OC)=O (13β-butyl-3-methoxygona-1,3,5(10),8,14-pentaen-17-one). Isolated yield 32.5%. As a reaction SMILES: [CH2:1]([CH:5]1[C:9](=[O:10])[CH2:8][CH2:7][C:6]1=O)[CH2:2][CH2:3][CH3:4].[CH3:12][O:13][C:14]1[CH:15]=[C:16]([CH2:20][CH2:21][CH2:22][C:23](=O)[CH:24]=[CH2:25])[CH:17]=[CH:18][CH:19]=1>[OH-].[K+]>[CH2:1]([C@:5]12[CH2:6][CH2:7][C:8]3[C:17]4[CH:18]=[CH:19][C:14]([O:13][CH3:12])=[CH:15][C:16]=4[CH2:20][CH2:21][C:22]=3[C:23]1=[CH:24][CH2:25][C:9]2=[O:10])[CH2:2][CH2:3][CH3:4] |f:2.3|. Reported procedure: Condense n-butylcyclopentane-1,3-dione (2.8 g) in 0.12% methanolic potassium hydroxide solution (8 cc) with 6-m-methoxyphenylhex-1-en-3-one (5 g) by heating the mixture at 80° for 10 hours. Evaporate the solvent under reduced pressure and heat the residue with toluene-p-sulfonic acid (2 g) in benzene (50 cc) for 45 minutes using a Dean-Stark trap to effect double cyclodehydration. Add ether to the cooled reaction mixture, and evaporate the washed and solution; recrystallize ether solution;recrys... Reactants: O=C1CCC(=O)N1Br, CN(C)C(=O)c1cc2cccc(N3CCN(CCc4ccccn4)CC3)c2o1, ClCCl. Yields the product CN(C)C(=O)c1cc2c(Br)ccc(N3CCN(CCc4ccccn4)CC3)c2o1. RXN SMILES: [Br:29][N:30]1[C:31](=[O:32])[CH2:33][CH2:34][C:35]1=[O:36].[CH3:1][N:2]([C:3](=[O:4])[c:5]1[o:6][c:7]2[c:8]([cH:9]1)[cH:10][cH:11][cH:12][c:13]2[N:14]1[CH2:15][CH2:16][N:17]([CH2:20][CH2:21][c:22]2[n:23][cH:24][cH:25][cH:26][cH:27]2)[CH2:18][CH2:19]1)[CH3:28].[Cl:37][CH2:38][Cl:39]>>[CH3:1][N:2]([C:3](=[O:4])[c:5]1[o:6][c:7]2[c:8]([cH:9]1)[c:10]([Br:29])[cH:11][cH:12][c:13]2[N:14]1[CH2:15][CH2:16][N:17]([CH2:20][CH2:21][c:22]2[n:23][cH:24][cH:25][cH:26][cH:27]2)[CH2:18][CH2:19]1)[CH3:28]. The reactants are NC(C1=CC=C(C=C1)C1=NN(C2=NC=NC(=C21)N)[C@@H]2CC[C@@H](CC2)N2CCN(CC2)C)C2=CC=CC=C2 (Cis-3-{4-[amino(phenyl)methyl]phenyl}-1-[4-(4-methylpiperazino)cyclohexyl]-1H-pyrazolo[3,4-d]pyrimidin-4-amine), C(C)(=O)OC(C)=O (acetic anhydride). Solvent: N1=CC=CC=C1 (pyridine). Product: C(C)(=O)O.C(C)(=O)O.NC1=C2C(=NC=N1)N(N=C2C2=CC=C(C=C2)C(NC(C)=O)C2=CC=CC=C2)[C@@H]2CC[C@@H](CC2)N2CCN(CC2)C (cis-N1-[(4-{4-amino-1-[4-(4-methylpiperazino)cyclohexyl]-1H-pyrazolo[3,4-d]pyrimidin-3-yl}phenyl)(phenyl)methyl]acetamide diacetate). Isolated yield 42.0%. RXN SMILES: [NH2:1][CH:2]([C:32]1[CH:37]=[CH:36][CH:35]=[CH:34][CH:33]=1)[C:3]1[CH:8]=[CH:7][C:6]([C:9]2[C:17]3[C:12](=[N:13][CH:14]=[N:15][C:16]=3[NH2:18])[N:11]([C@H:19]3[CH2:24][CH2:23][C@@H:22]([N:25]4[CH2:30][CH2:29][N:28]([CH3:31])[CH2:27][CH2:26]4)[CH2:21][CH2:20]3)[N:10]=2)=[CH:5][CH:4]=1.[C:38]([O:41][C:42](=[O:44])[CH3:43])(=[O:40])[CH3:39]>N1C=CC=CC=1>[C:38]([OH:41])(=[O:40])[CH3:39].[C:38]([OH:41])(=[O:40])[CH3:39].[NH2:18][C:16]1[N:15]=[CH:14][N:13]=[C:12]2[N:11]([C@H:19]3[CH2:24][CH2:23][C@@H:22]([N:25]4[CH2:30][CH2:29][N:28]([CH3:31])[CH2:27][CH2:26]4)[CH2:21][CH2:20]3)[N:10]=[C:9]([C:6]3[CH:7]=[CH:8][C:3]([CH:2]([C:32]4[CH:33]=[CH:34][CH:35]=[CH:36][CH:37]=4)[NH:1][C:42](=[O:44])[CH3:43])=[CH:4][CH:5]=3)[C:17]=12 |f:3.4.5|. Procedure details: Cis-3-{4-[amino(phenyl)methyl]phenyl}-1-[4-(4-methylpiperazino)cyclohexyl]-1H-pyrazolo[3,4-d]pyrimidin-4-amine (0.05 g, 0.0001 mol) was dissolved in anhydrous pyridine (1 mL), acetic anhydride (0.010 g, 0.0001 mol) was added and the resulting solution was stirred at ambient temperature for twenty hours. The solvent was removed under reduced pressure and the resulting residue purified by preparative HPLC (Hypersil C18, 8 μm, 25 cm; 10-60% acetonitrile—0.1M ammonium acetate over 25 min, 21 mL/min)... Reactants: ClCC1CN(CCC1)CCOC1=CC=CC=C1 (3-chloromethyl-1-(2-phenoxyethyl)piperidine), N1CCCCC1 (piperidine), C(CC(O)(C(=O)O)CC(=O)O)(=O)O (citric acid). Solvent: CCOCC (ether). Yields the product C(CC(O)(C(=O)O)CC(=O)O)(=O)O.C(CC(O)(C(=O)O)CC(=O)O)(=O)O.O(C1=CC=CC=C1)CCN1CC(CCC1)CN1CCCCC1 (1-(2-phenoxyethyl)-3-(piperidin-1-ylmethyl)piperidine dicitrate). RXN SMILES: Cl[CH2:2][CH:3]1[CH2:8][CH2:7][CH2:6][N:5]([CH2:9][CH2:10][O:11][C:12]2[CH:17]=[CH:16][CH:15]=[CH:14][CH:13]=2)[CH2:4]1.[NH:18]1[CH2:23][CH2:22][CH2:21][CH2:20][CH2:19]1.[C:24]([OH:36])(=[O:35])[CH2:25][C:26]([CH2:31][C:32]([OH:34])=[O:33])([C:28]([OH:30])=[O:29])[OH:27]>CCOCC>[C:24]([OH:36])(=[O:35])[CH2:25][C:26]([CH2:31][C:32]([OH:34])=[O:33])([C:28]([OH:30])=[O:29])[OH:27].[C:24]([OH:36])(=[O:35])[CH2:25][C:26]([CH2:31][C:32]([OH:34])=[O:33])([C:28]([OH:30])=[O:29])[OH:27].[O:11]([CH2:10][CH2:9][N:5]1[CH2:6][CH2:7][CH2:8][CH:3]([CH2:2][N:18]2[CH2:23][CH2:22][CH2:21][CH2:20][CH2:19]2)[CH2:4]1)[C:12]1[CH:17]=[CH:16][CH:15]=[CH:14][CH:13]=1 |f:4.5.6|. Procedure: A mixture of 3-chloromethyl-1-(2-phenoxyethyl)piperidine (2.8 g) and piperidine (15 ml) was heated on a steam bath for 24 hours. The excess piperidine was removed under reduced pressure and the residue purified by azeotropic distillation with toluene. The residue was dissolved in ether/water and then basified to pH 14. The mixture was extracted with ether and the combined ether extracts yielded an oil which was dissolved in ether and acidified with ethereal citric acid to give a solid which was ...